From a dataset of the Open Reaction Database (ORD), a public repository of structured organic reaction records. describe an organic reaction: reactants, conditions, products, and yield Reactants: C(C1=CC=CC=C1)OC1=CC=C(C(=O)O)C=C1 (4-benzyloxybenzoic acid), NC=1C=C(C=CC1C)NC(=O)C=1C=C2C=CC=NC2=CC1 (N-(3-amino-4-methylphenyl)quinoline-6-carboxamide). The product is C(C1=CC=CC=C1)OC1=CC=C(C(=O)NC=2C=C(C=CC2C)NC(=O)C=2C=C3C=CC=NC3=CC2)C=C1 (N-[3-(4-benzyloxybenzamido)-4-methylphenyl]quinoline-6-carboxamide). The yield is 50.0%. As a reaction SMILES: [CH2:1]([O:8][C:9]1[CH:17]=[CH:16][C:12]([C:13]([OH:15])=O)=[CH:11][CH:10]=1)[C:2]1[CH:7]=[CH:6][CH:5]=[CH:4][CH:3]=1.[NH2:18][C:19]1[CH:20]=[C:21]([NH:26][C:27]([C:29]2[CH:30]=[C:31]3[C:36](=[CH:37][CH:38]=2)[N:35]=[CH:34][CH:33]=[CH:32]3)=[O:28])[CH:22]=[CH:23][C:24]=1[CH3:25]>>[CH2:1]([O:8][C:9]1[CH:10]=[CH:11][C:12]([C:13]([NH:18][C:19]2[CH:20]=[C:21]([NH:26][C:27]([C:29]3[CH:30]=[C:31]4[C:36](=[CH:37][CH:38]=3)[N:35]=[CH:34][CH:33]=[CH:32]4)=[O:28])[CH:22]=[CH:23][C:24]=2[CH3:25])=[O:15])=[CH:16][CH:17]=1)[C:2]1[CH:3]=[CH:4][CH:5]=[CH:6][CH:7]=1. Reported procedure: Using analogous procedures to those described in the last two paragraphs of the portion of Example 7 which is concerned with the preparation of starting materials, 4-benzyloxybenzoic acid was reacted with N-(3-amino-4-methylphenyl)quinoline-6-carboxamide to give N-[3-(4-benzyloxybenzamido)-4-methylphenyl]quinoline-6-carboxamide in 50% yield, m.p. 227-228° C.; NMR Spectrum: (DMSOd6) 2.21 (s, 3H), 5.2 (s, 2H), 7.12 (d, 2H), 7.25 (d, 1H), 7.39 (m, 5H), 7.61 (m, 2H), 7.86 (d, 1H), 8.52 (d, 1H), 8.62...